This data is from the Open Reaction Database (ORD), a public repository of structured organic reaction records. The task is: describe an organic reaction: reactants, conditions, products, and yield Reactants: C1C(CCC2C3=CC=CC=C3CCC12)C(=O)O (1,2,3,4,4a,9,10,-10a-octahydrophenanthrene-2-carboxylic acid), OS(=O)(=O)O (H2SO4), [N-]=[N+]=[N-].[Na+] (sodium azide). Solvent: C(Cl)(Cl)Cl (CHCl3). Run at time 1 hour. The product is NC1CC2CCC3=CC=CC=C3C2CC1 (2-amino-1,2,3,4,4a,-9,10,10a-octahydrophenanthrene). Isolated yield 89.4%. RXN SMILES: [CH2:1]1[CH:14]2[CH:5]([C:6]3[C:11]([CH2:12][CH2:13]2)=[CH:10][CH:9]=[CH:8][CH:7]=3)[CH2:4][CH2:3][CH:2]1C(O)=O.OS(O)(=O)=O.[N-:23]=[N+]=[N-].[Na+]>C(Cl)(Cl)Cl>[NH2:23][CH:2]1[CH2:3][CH2:4][CH:5]2[CH:14]([CH2:13][CH2:12][C:11]3[C:6]2=[CH:7][CH:8]=[CH:9][CH:10]=3)[CH2:1]1 |f:2.3|. Reported procedure: To a mixture of 11.7 g (0.05 mole) of 1,2,3,4,4a,9,10,-10a-octahydrophenanthrene-2-carboxylic acid, 80 ml of conc. H2SO4 and 200 ml of CHCl3 is added with stirring at 50°-60° 3.64 g of sodium azide in small portions. After completed addition, heating at 50° is continued for 1 hr longer, the the mixture poured onto ice and then rendered alkaline with caustic. The product is extracted into CHCl3, dried and freed of solvent to give about 9 g of 2-amino-1,2,3,4,4a,-9,10,10a-octahydrophenanthrene, wh... Starting materials: [OH-].[Na+] (NaOH), C(C)N(C(C1=CC=C(C=C1)N(C1CCNCC1)CC1=CC=CC=C1)=O)CC (N,N-diethyl-4-[benzyl(piperidin-4-yl)amino]benzamide), C(C)N(C(C1=CC=C(C=C1)N(C1CCNCC1)CC1=CC=CC=C1)=O)CC (N,N-diethyl-4-[benzyl(piperidin-4-yl)amino]benzamide), CC(=O)C (acetone), C(C)(=O)O (acetic acid), C(C)(=O)O[BH-](OC(C)=O)OC(C)=O.[Na+] (sodium triacetoxyborohydride). Solvent: ClCCl (dichloromethane). Conditions: time 40 hour. The product is C(C)N(C(C1=CC=C(C=C1)N(C1CCN(CC1)C(C)C)CC1=CC=CC=C1)=O)CC (N,N-diethyl-4-[benzyl(1-isopropylpiperidin-4-yl)amino]benzamide). The yield is 43.2%. As a reaction SMILES: [CH2:1]([N:3]([CH2:26][CH3:27])[C:4](=[O:25])[C:5]1[CH:10]=[CH:9][C:8]([N:11]([CH2:18][C:19]2[CH:24]=[CH:23][CH:22]=[CH:21][CH:20]=2)[CH:12]2[CH2:17][CH2:16][NH:15][CH2:14][CH2:13]2)=[CH:7][CH:6]=1)[CH3:2].[CH3:28][C:29]([CH3:31])=O.C(O)(=O)C.C(O[BH-](OC(=O)C)OC(=O)C)(=O)C.[Na+].[OH-].[Na+]>ClCCl>[CH2:26]([N:3]([CH2:1][CH3:2])[C:4](=[O:25])[C:5]1[CH:6]=[CH:7][C:8]([N:11]([CH2:18][C:19]2[CH:20]=[CH:21][CH:22]=[CH:23][CH:24]=2)[CH:12]2[CH2:17][CH2:16][N:15]([CH:29]([CH3:31])[CH3:28])[CH2:14][CH2:13]2)=[CH:9][CH:10]=1)[CH3:27] |f:3.4,5.6|. Reported procedure: To a solution of N,N-diethyl-4-[benzyl(piperidin-4-yl)amino]benzamide (Compound 8) (0.27 g, 0.739 mmole), acetone (0.09 g, 1.48 mmol), and acetic acid (0.04 g, 0.739 mmol) in 10 mL of dry dichloromethane was added sodium triacetoxyborohydride (0.31 g, 1.48 mmol) under nitrogen. The mixture was stirred for 40 hours, and then aqueous 1 N NaOH (20 mL) solution was added. After 1 h of stirring, the layers were separated, and the aqueous layer was extracted twice with dichloromethane (15 mL). The org... The reactants are FC=1C=C(C=O)C=CC1OCCC=1N=C(OC1C)C1=CC=CC=C1 (3-fluoro-4-[2-(5-methyl-2-phenyl-oxazol-4-yl)-ethoxy]-benzaldehyde), [Cl-].C(C1=CC=CC=C1)OC(=O)C(OCC)[P+](C1=CC=CC=C1)(C1=CC=CC=C1)C1=CC=CC=C1 ((benzyloxycarbonyl-ethoxy-methyl)-triphenyl-phosphonium chloride), [Cl-].C(C1=CC=CC=C1)OC(=O)C(OC)[P+](C1=CC=CC=C1)(C1=CC=CC=C1)C1=CC=CC=C1 ((benzyloxycarbonyl-methoxy-methyl)-triphenyl-phosphonium chloride), 2(Z,E)-ethoxy-3-{3-fluoro-4-[2-(5-methyl-2-phenyl-oxazol-4-yl)-ethoxy]-phenyl}-acrylic acid benzyl ester. Yields the product C(C)OC(C(=O)O)CC1=CC(=C(C=C1)OCCC=1N=C(OC1C)C1=CC=CC=C1)F ([rac]-2-ethoxy-3-{3-fluoro-4-[2-(5-methyl-2-phenyl-oxazol-4-yl)-ethoxy]-phenyl}-propionic acid). Reaction SMILES: [F:1][C:2]1[CH:3]=[C:4]([CH:7]=[CH:8][C:9]=1[O:10][CH2:11][CH2:12][C:13]1[N:14]=[C:15]([C:19]2[CH:24]=[CH:23][CH:22]=[CH:21][CH:20]=2)[O:16][C:17]=1[CH3:18])C=O.[Cl-].C([O:33][C:34]([CH:36]([P+](C1C=CC=CC=1)(C1C=CC=CC=1)C1C=CC=CC=1)[O:37][CH2:38][CH3:39])=[O:35])C1C=CC=CC=1.[Cl-].[CH2:60](OC(C([P+](C1C=CC=CC=1)(C1C=CC=CC=1)C1C=CC=CC=1)OC)=O)C1C=CC=CC=1>>[CH2:38]([O:37][CH:36]([CH2:60][C:4]1[CH:7]=[CH:8][C:9]([O:10][CH2:11][CH2:12][C:13]2[N:14]=[C:15]([C:19]3[CH:20]=[CH:21][CH:22]=[CH:23][CH:24]=3)[O:16][C:17]=2[CH3:18])=[C:2]([F:1])[CH:3]=1)[C:34]([OH:33])=[O:35])[CH3:39] |f:1.2,3.4|. Procedure: In analogy to the procedures described in examples 114 b], c] and d], 3-fluoro-4-hydroxy-benzaldehyde was reacted with methanesulfonic acid 2-(5-methyl-2-phenyl-oxazol-4-yl)-ethyl ester [PCT Int. Appl. (2000) WO0008002] to give 3-fluoro-4-[2-(5-methyl-2-phenyl-oxazol-4-yl)-ethoxy]-benzaldehyde. Treatment of 3-fluoro-4-[2-(5-methyl-2-phenyl-oxazol-4-yl)-ethoxy]-benzaldehyde with (benzyloxycarbonyl-ethoxy-methyl)-triphenyl-phosphonium chloride (prepared in analogy to the procedure described for th... As a reaction SMILES: [CH3:15][CH2:16][OH:17].[CH3:18][CH2:19][O:20][C:21]([CH3:22])=[O:23].[NH2:12][OH:13].[OH2:14].[c:1]1([CH:7]2[CH2:8][C:9](=[O:11])[CH2:10]2)[cH:2][cH:3][cH:4][cH:5][cH:6]1>>[c:1]1([CH:7]2[CH2:8][C:9](=[N:12][OH:13])[CH2:10]2)[cH:2][cH:3][cH:4][cH:5][cH:6]1. The product is ON=C1CC(c2ccccc2)C1. The reactants are CCO, CCOC(C)=O, NO, O, O=C1CC(c2ccccc2)C1. The reactants are CCCCCC, COc1c(C)cc(C=O)c2c1CCC2, CO, OO, O=S(=O)(O)O. Yields the product COc1c(C)cc(O)c2c1CCC2. RXN SMILES: [CH3:17][CH2:18][CH2:19][CH2:20][CH2:21][CH3:22].[CH3:1][O:2][c:3]1[c:4]([CH3:14])[cH:5][c:6]([CH:12]=[O:13])[c:7]2[c:11]1[CH2:10][CH2:9][CH2:8]2.[CH3:23][OH:24].[OH:15][OH:16].[S:25](=[O:26])(=[O:27])([OH:28])[OH:29]>>[CH3:1][O:2][c:3]1[c:4]([CH3:14])[cH:5][c:6]([OH:15])[c:7]2[c:11]1[CH2:10][CH2:9][CH2:8]2. Starting materials: [O-]P(=O)([O-])[O-].[K+].[K+].[K+] (K3PO4), ClC1=NC=C(C(=O)NC2=CC=C(C=C2)OC(F)(F)Cl)C=C1I (6-Chloro-N-(4-(chlorodifluoromethoxy)phenyl)-5-iodonicotinamide), CC=1C=NN(C1B1OC(C(O1)(C)C)(C)C)C1OCCCC1 (4-methyl-1-(tetrahydro-2H-pyran-2-yl)-5-(4,4,5,5-tetramethyl-1,3,2-dioxaborolan-2-yl)-1H-pyrazole), O (water). The reagents and catalysts are C=1C=CC(=CC1)[P](C=2C=CC=CC2)(C=3C=CC=CC3)[Pd]([P](C=4C=CC=CC4)(C=5C=CC=CC5)C=6C=CC=CC6)([P](C=7C=CC=CC7)(C=8C=CC=CC8)C=9C=CC=CC9)[P](C=1C=CC=CC1)(C=1C=CC=CC1)C=1C=CC=CC1 (Pd(PPh3)4). Run in C1(=CC=CC=C1)C (toluene). Conditions: temperature 110 celsius. The product is ClC1=NC=C(C(=O)NC2=CC=C(C=C2)OC(F)(F)Cl)C=C1C1=C(C=NN1C1OCCCC1)C (6-Chloro-N-(4-(chlorodifluoromethoxy)phenyl)-5-(4-methyl-1-(tetrahydro-2H-pyran-2-yl)-1H-pyrazol-5-yl)nicotinamide). As a reaction SMILES: [O-]P([O-])([O-])=O.[K+].[K+].[K+].[Cl:9][C:10]1[C:29](I)=[CH:28][C:13]([C:14]([NH:16][C:17]2[CH:22]=[CH:21][C:20]([O:23][C:24]([Cl:27])([F:26])[F:25])=[CH:19][CH:18]=2)=[O:15])=[CH:12][N:11]=1.[CH3:31][C:32]1[CH:33]=[N:34][N:35]([CH:46]2[CH2:51][CH2:50][CH2:49][CH2:48][O:47]2)[C:36]=1B1OC(C)(C)C(C)(C)O1.O>C1(C)C=CC=CC=1.C1C=CC([P]([Pd]([P](C2C=CC=CC=2)(C2C=CC=CC=2)C2C=CC=CC=2)([P](C2C=CC=CC=2)(C2C=CC=CC=2)C2C=CC=CC=2)[P](C2C=CC=CC=2)(C2C=CC=CC=2)C2C=CC=CC=2)(C2C=CC=CC=2)C2C=CC=CC=2)=CC=1>[Cl:9][C:10]1[C:29]([C:36]2[N:35]([CH:46]3[CH2:51][CH2:50][CH2:49][CH2:48][O:47]3)[N:34]=[CH:33][C:32]=2[CH3:31])=[CH:28][C:13]([C:14]([NH:16][C:17]2[CH:22]=[CH:21][C:20]([O:23][C:24]([Cl:27])([F:26])[F:25])=[CH:19][CH:18]=2)=[O:15])=[CH:12][N:11]=1 |f:0.1.2.3,^1:63,65,84,103|. Reported procedure: K3PO4 (191 mg, 0.9 mmol) and Pd(PPh3)4 (17.33 mg, 0.015 mmol) were added to a solution of 6-Chloro-N-(4-(chlorodifluoromethoxy)phenyl)-5-iodonicotinamide (Stage 25.2, 138 mg, 0.3 mmol) and 4-methyl-1-(tetrahydro-2H-pyran-2-yl)-5-(4,4,5,5-tetramethyl-1,3,2-dioxaborolan-2-yl)-1H-pyrazole (131 mg, 0.45 mmol) in toluene (1.5 mL) under an argon atmosphere in a vial, which was sealed and heated at 110° C. for 18 h. The RM was poured into 20 mL water and extracted with EtOAc. The combined extracts were...